From a dataset of the Open Reaction Database (ORD), a public repository of structured organic reaction records. describe an organic reaction: reactants, conditions, products, and yield Starting materials: N1N=NC2=C1C=CC(=C2)N (1H-benzo[d][1,2,3]triazol-5-amine), N1=CC=CC=C1 (pyridine), ClC(=O)OC1=CC=CC=C1 (phenyl chloroformate). Run in C1CCOC1 (THF), CC#N (CH3CN), C(Cl)Cl (CH2Cl2). Conditions: time 8 hour. Product: N1N=NC2=C1C=CC(=C2)NC(OC2=CC=CC=C2)=O (Phenyl 1H-benzo[d][1,2,3]triazol-5-ylcarbamate). The yield is 57.0%. As a reaction SMILES: [NH:1]1[C:5]2[CH:6]=[CH:7][C:8]([NH2:10])=[CH:9][C:4]=2[N:3]=[N:2]1.N1C=CC=CC=1.Cl[C:18]([O:20][C:21]1[CH:26]=[CH:25][CH:24]=[CH:23][CH:22]=1)=[O:19]>C1COCC1.CC#N.C(Cl)Cl>[NH:1]1[C:5]2[CH:6]=[CH:7][C:8]([NH:10][C:18](=[O:19])[O:20][C:21]3[CH:26]=[CH:25][CH:24]=[CH:23][CH:22]=3)=[CH:9][C:4]=2[N:3]=[N:2]1. Reported procedure: To a solution of 1H-benzo[d][1,2,3]triazol-5-amine (1.85 g, 13.8 mmol, Alfa Aesar) in THF (10 mL) and CH3CN (8 mL) was added pyridine (1.34 mL, 16.6 mmol) followed by phenyl chloroformate (2.27 mL, 14.5 mmol) slowly. The reaction was stirred overnight. The reaction was concentrated to give an oil, which was partitioned between CH2Cl2 and water. The organic layer was dried using a SPE phase separator and concentrated to give a solid. This was taken up in CH2Cl2 and the precipitate was filtered to... The reactants are COc1ccc(B(O)O)cc1 (effective_coupling_partner), COc3nc(OC)nc(Oc1cccc2ccccc12)n3 (substrate). The reagents and catalysts are dppf. Conditions: temperature 110 celsius, time 24 hour. Product: COc3ccc(c1cccc2ccccc12)cc3. Reactants: C(C1=CC=CC=C1)[C@H]1CN(CCN1)C1=CC(=C(C=C1)OC)OC1CCC1 ((S)-3-benzyl-1-(3-cyclobutyloxy-4-methoxy-phenyl)-piperazine), COC(CC1=CN=CO1)=O (oxazol-5-yl-acetic acid methyl ester). Product: C(C1=CC=CC=C1)[C@@H]1N(CCN(C1)C1=CC(=C(C=C1)OC)OC1CCC1)C(CC1=CN=CO1)=O ((S)-1-(2-benzyl-4-(3-cyclobutoxy-4-methoxyphenyl)piperazin-1-yl)-2-(oxazol-5-yl)ethanone). Yield: 17.0%. As a reaction SMILES: [CH2:1]([C@@H:8]1[NH:13][CH2:12][CH2:11][N:10]([C:14]2[CH:19]=[CH:18][C:17]([O:20][CH3:21])=[C:16]([O:22][CH:23]3[CH2:26][CH2:25][CH2:24]3)[CH:15]=2)[CH2:9]1)[C:2]1[CH:7]=[CH:6][CH:5]=[CH:4][CH:3]=1.C[O:28][C:29](=O)[CH2:30][C:31]1[O:35][CH:34]=[N:33][CH:32]=1>>[CH2:1]([C@H:8]1[CH2:9][N:10]([C:14]2[CH:19]=[CH:18][C:17]([O:20][CH3:21])=[C:16]([O:22][CH:23]3[CH2:26][CH2:25][CH2:24]3)[CH:15]=2)[CH2:11][CH2:12][N:13]1[C:29](=[O:28])[CH2:30][C:31]1[O:35][CH:34]=[N:33][CH:32]=1)[C:2]1[CH:3]=[CH:4][CH:5]=[CH:6][CH:7]=1. Procedure: Prepared using the same procedure described in Example 275 from (S)-3-benzyl-1-(3-cyclobutyloxy-4-methoxy-phenyl)-piperazine and oxazol-5-yl-acetic acid methyl ester with heating for 5 days to afford the title compound as tan solid (22 mg, 17%). LC/MS (Method B) 3.59 min, [M+1]+ 462. Starting materials: CC(C)(C)[Si](C)(C)Cl, CN(C)C=O, CC(O)C(C)[N+](=O)[O-], O, c1c[nH]cn1. The product is CC(O[Si](C)(C)C(C)(C)C)C(C)[N+](=O)[O-]. As a reaction SMILES: [C:14]([CH3:15])([CH3:16])([CH3:17])[Si:18]([CH3:19])([CH3:20])[Cl:21].[CH3:23][N:24]([CH3:25])[CH:26]=[O:27].[N+:1](=[O:2])([O-:3])[CH:4]([CH:5]([CH3:6])[OH:7])[CH3:8].[OH2:22].[nH:9]1[cH:10][cH:11][n:12][cH:13]1>>[N+:1](=[O:2])([O-:3])[CH:4]([CH:5]([CH3:6])[O:7][Si:18]([C:14]([CH3:15])([CH3:16])[CH3:17])([CH3:19])[CH3:20])[CH3:8]. Starting materials: N1(C=NC=C1)CC1=C(N=C2N1C=C(C=C2)C)C2=CC=C(C=C2)C (3-((1H-imidazol-1-yl)methyl)-6-methyl-2-p-tolylimidazo[1,2-a]pyridine), Cl.ClCC1=C(N=C2N1C=CC=C2)C2=CC=C(C=C2)Cl (3-(chloromethyl)-2-(4-chlorophenyl)imidazo[1,2-a]pyridine hydrochloride), N1C=C(C2=CC=CC=C12)C(=O)OC (methyl 1H-indole-3-carboxylate). Yields the product ClC1=CC=C(C=C1)C=1N=C2N(C=CC=C2)C1CN1C=C(C2=CC=CC=C12)C(=O)OC (Methyl 1-((2-(4-chlorophenyl)imidazo[1,2-a]pyridin-3-yl)methyl)-1H-indole-3-carboxylate). Reaction SMILES: N1(CC2N3C=C(C)C=CC3=NC=2C2C=CC(C)=CC=2)C=CN=C1.Cl.Cl[CH2:26][C:27]1[N:31]2[CH:32]=[CH:33][CH:34]=[CH:35][C:30]2=[N:29][C:28]=1[C:36]1[CH:41]=[CH:40][C:39]([Cl:42])=[CH:38][CH:37]=1.[NH:43]1[C:51]2[C:46](=[CH:47][CH:48]=[CH:49][CH:50]=2)[C:45]([C:52]([O:54][CH3:55])=[O:53])=[CH:44]1>>[Cl:42][C:39]1[CH:40]=[CH:41][C:36]([C:28]2[N:29]=[C:30]3[CH:35]=[CH:34][CH:33]=[CH:32][N:31]3[C:27]=2[CH2:26][N:43]2[C:51]3[C:46](=[CH:47][CH:48]=[CH:49][CH:50]=3)[C:45]([C:52]([O:54][CH3:55])=[O:53])=[CH:44]2)=[CH:37][CH:38]=1 |f:1.2|. Procedure details: The title compound was prepared according to Method A and the experimentals described for compound 1 from 3-(chloromethyl)-2-(4-chlorophenyl)imidazo[1,2-a]pyridine hydrochloride and methyl 1H-indole-3-carboxylate. M/e+ 430 for C25H21ClN3O2 (M+H)+; 1H-NMR (400 MHz, CDCl3) δ 8.24 (dd, J=5.8, 2.5 Hz, 1H), 7.74 (d, J=9.1 Hz, 2H), 7.66 (d, J=8.4 Hz, 1H), 7.64 (m, 1H), 7.51 (s, 1H), 7.48 (m, 1H), 7.42 (d, J=8.4 Hz, 2H), 7.31 (m, 2H), 7.29 (t, J=5.8 Hz, 1H), 6.80 (t, J=6.9 Hz, 1H), 5.67 (s, 2H), 3.83 (... Starting materials: CN(C)C=O, CCOC(C)=O, CC(C)N=C=O, Nc1ccc(Cl)c(S(N)(=O)=O)c1O. Yields the product CC(C)NC(=O)Nc1ccc(Cl)c(S(N)(=O)=O)c1O. Reaction SMILES: [CH3:20][N:21]([CH3:22])[CH:23]=[O:24].[CH3:25][CH2:26][O:27][C:28](=[O:29])[CH3:30].[CH:14]([CH3:15])([CH3:16])[N:17]=[C:18]=[O:19].[NH2:1][c:2]1[c:3]([OH:13])[c:4]([S:9](=[O:10])(=[O:11])[NH2:12])[c:5]([Cl:8])[cH:6][cH:7]1>>[NH:1]([c:2]1[c:3]([OH:13])[c:4]([S:9](=[O:10])(=[O:11])[NH2:12])[c:5]([Cl:8])[cH:6][cH:7]1)[C:18]([NH:17][CH:14]([CH3:15])[CH3:16])=[O:19]. Starting materials: C(C)(=O)N1C(C(C2=CC=C(C=C12)Br)C)=O (1-acetyl-6-bromo-3-methyl-1,3-dihydro-2H-indol-2-one), [H-].[Na+] (NaH), CI (methyl iodide), C1CCOC1 (THF). Solvent: O (water). Run at time 2 hour. The product is C(C)(=O)N1C(C(C2=CC=C(C=C12)Br)(C)C)=O (1-Acetyl-6-bromo-3,3-dimethyl-1,3-dihydro-2H-indol-2-one). Reaction SMILES: [C:1]([N:4]1[C:12]2[C:7](=[CH:8][CH:9]=[C:10]([Br:13])[CH:11]=2)[CH:6]([CH3:14])[C:5]1=[O:15])(=[O:3])[CH3:2].[H-].[Na+].CI.[CH2:20]1COCC1>O>[C:1]([N:4]1[C:12]2[C:7](=[CH:8][CH:9]=[C:10]([Br:13])[CH:11]=2)[C:6]([CH3:20])([CH3:14])[C:5]1=[O:15])(=[O:3])[CH3:2] |f:1.2|. Procedure details: To 1-acetyl-6-bromo-3-methyl-1,3-dihydro-2H-indol-2-one (9.5 g) were added NaH (1.57 g), methyl iodide (2.45 ml) and THF (70 ml) under ice-cooling, and the mixture was stirred at room temperature for 2 hours. After the reaction was complete, water was added to the reaction solution, and the mixture was extracted with ethyl acetate solution. This ethyl acetate solution was washed with water and an aqueous sodium chloride solution, dried over magnesium sulfate, filtered, and concentrated. The obta...